Dataset: the Open Reaction Database (ORD), a public repository of structured organic reaction records. Task: describe an organic reaction: reactants, conditions, products, and yield Reactants: COc1ccc(-c2ccc3[nH]c4c(c3c2)CCN(Cc2ccccc2)CC4)cc1, CCO, Cl. Product: Cl, COc1ccc(-c2ccc3[nH]c4c(c3c2)CCNCC4)cc1. As a reaction SMILES: [CH2:1]([c:2]1[cH:3][cH:4][cH:5][cH:6][cH:7]1)[N:8]1[CH2:9][CH2:10][c:11]2[nH:12][c:13]3[cH:14][cH:15][c:16](-[c:22]4[cH:23][cH:24][c:25]([O:28][CH3:29])[cH:26][cH:27]4)[cH:17][c:18]3[c:19]2[CH2:20][CH2:21]1.[CH3:31][CH2:32][OH:33].[ClH:30]>>[ClH:30].[NH:8]1[CH2:9][CH2:10][c:11]2[nH:12][c:13]3[cH:14][cH:15][c:16](-[c:22]4[cH:23][cH:24][c:25]([O:28][CH3:29])[cH:26][cH:27]4)[cH:17][c:18]3[c:19]2[CH2:20][CH2:21]1. Starting materials: C1(=CC=CC=C1)C (toluene), C(#N)C1NC1 (2-cyanoaziridine), 1-(N-n-pentanecarbonyl-carbamoyl)-1-cyanoaziridine, C1(=CC=CC=C1)C (toluene), C(CCCC)C(=O)N=C=O (n-pentanecarbonyl isocyanate). Solvent: C(C)OCC (diethyl ether). The product is C(CCCC)C(=O)NC(=O)N1C(C1)C#N (1-(N-n-Pentanecarbonyl-carbamoyl)-2-cyanoaziridine). RXN SMILES: [C:1]([CH:3]1[CH2:5][NH:4]1)#[N:2].C1(C)C=CC=CC=1.[CH2:13]([C:18]([N:20]=[C:21]=[O:22])=[O:19])[CH2:14][CH2:15][CH2:16][CH3:17]>C(OCC)C>[CH2:13]([C:18]([NH:20][C:21]([N:4]1[CH2:5][CH:3]1[C:1]#[N:2])=[O:22])=[O:19])[CH2:14][CH2:15][CH2:16][CH3:17]. Procedure details: In a manner analogous to that described in Example 14, from 0.81 g. 2-cyanoaziridine, dissolved in 8 ml. toluene, and a solution of 1.7 g. n-pentanecarbonyl isocyanate in 17 ml. toluene, there are obtained, without purification with diethyl ether, 1.6 g. 1-(N-n-pentanecarbonyl-carbamoyl)-1-cyanoaziridine; m.p. 143°-144° C. Starting materials: C(C)(C)OB(OC(C)C)OC(C)C (triisopropylborate), [Li]CCCC (n-BuLi), CC=1SC=CC1 (2-methyl thiophene), steel. The solvent is CCOCC (ether), C1CCOC1 (THF). Run at temperature 0 celsius, time 10 minute. Yields the product CC=1SC(=CC1)B(O)O (2-methylthiophene-5-boronic acid). Isolated yield 88.8%. As a reaction SMILES: [Li]CCCC.[CH3:6][C:7]1[S:8][CH:9]=[CH:10][CH:11]=1.C([O:15][B:16](OC(C)C)[O:17]C(C)C)(C)C>C1COCC1.CCOCC>[CH3:6][C:7]1[S:8][C:9]([B:16]([OH:17])[OH:15])=[CH:10][CH:11]=1. Procedure: n-BuLi (2.38M, 16 ml) was slowly added to a solution of 2-methyl thiophene (3.0 g, 31 mmol) in THF (20 ml) at -78° C. The solution was kept at -78° C. for 10 min. then warmed to 0° C. for an additional 0.5 hr. The solution was then transferred by steel canula under nitrogen into a vessel containing triisopropylborate (6.3 g, 33 mmol) in ether (15 ml) at -78° C. The resulting milky white solution was stirred at -78° C. for 20 min. then at room temperature for 2 hours. The reaction was quenched by... Starting materials: CC(=O)OC(C)=O, Cl, Cl, Nc1ccc(OC2CN3CCC2CC3)cc1, c1ccncc1. Yields the product Cl, CC(=O)Nc1ccc(OC2CN3CCC2CC3)cc1. Reaction SMILES: [CH3:19][C:20](=[O:21])[O:22][C:23](=[O:24])[CH3:25].[ClH:1].[ClH:2].[N:3]12[CH2:4][CH:5]([O:11][c:12]3[cH:13][cH:14][c:15]([NH2:18])[cH:16][cH:17]3)[CH:6]([CH2:7][CH2:8]1)[CH2:9][CH2:10]2.[cH:26]1[cH:27][cH:28][n:29][cH:30][cH:31]1>>[ClH:1].[N:3]12[CH2:4][CH:5]([O:11][c:12]3[cH:13][cH:14][c:15]([NH:18][C:20]([CH3:19])=[O:21])[cH:16][cH:17]3)[CH:6]([CH2:7][CH2:8]1)[CH2:9][CH2:10]2. The reactants are NC=1N(C(C(C1C#N)C)=O)C1=C(C=C(C=C1C)Br)C (2-amino-1-(4-bromo-2,6-dimethylphenyl)-4-methyl-5-oxo-4,5-dihydro-1H-pyrrole-3-carbonitrile), C(C)(=O)O (acetic acid), C(C)(=O)OC(C)=O (acetic anhydride). Yields the product BrC1=CC(=C(C(=C1)C)N1C(C(C2=C1N=C(N=C2O)C)C)=O)C (7-(4-bromo-2,6-dimethylphenyl)-4-hydroxy-2,5-dimethyl-5,7-dihydropyrrolo[2,3-d]pyrimidin-6-one). RXN SMILES: [NH2:1][C:2]1[N:3]([C:11]2[C:16]([CH3:17])=[CH:15][C:14]([Br:18])=[CH:13][C:12]=2[CH3:19])[C:4](=[O:10])[CH:5]([CH3:9])[C:6]=1[C:7]#[N:8].[C:20](OC(=O)C)(=O)[CH3:21].C(O)(=[O:29])C>>[Br:18][C:14]1[CH:13]=[C:12]([CH3:19])[C:11]([N:3]2[C:2]3[N:1]=[C:20]([CH3:21])[N:8]=[C:7]([OH:29])[C:6]=3[CH:5]([CH3:9])[C:4]2=[O:10])=[C:16]([CH3:17])[CH:15]=1. Reported procedure: To a suspension of 2-amino-1-(4-bromo-2,6-dimethylphenyl)-4-methyl-5-oxo-4,5-dihydro-1H-pyrrole-3-carbonitrile (100 g) in acetic acid (100 mL) was added acetic anhydride (38.3 g) and the mixture was heated at reflux for 8 hours. After cooling to room temperature, the solvent was concentrated under reduced pressure, and water was added and extracted with ethyl acetate. The organic layer was washed with brine, dried over anhydrous sodium sulfate and filtered. The filtrate was concentrated under re... Reactants: N[C@@H](CC(=O)O)C(=O)O (L-aspartic acid), S(O)(O)(=O)=O (sulfuric acid), [OH-].[Na+] (sodium hydroxide), C=C1CC(=O)O1 (Diketene). Solvent: CC(CC)=O (2-butanone), O (water), CC(CC)=O (2-butanone). Conditions: temperature -6 celsius. The product is C(CC(=O)C)(=O)N[C@@H](CC(=O)O)C(=O)O (N-acetoacetyl-L-aspartic acid). As a reaction SMILES: [NH2:1][C@H:2]([C:7]([OH:9])=[O:8])[CH2:3][C:4]([OH:6])=[O:5].[OH-].[Na+].[CH2:12]=[C:13]1[O:17][C:15](=[O:16])[CH2:14]1.S(=O)(=O)(O)O>CC(=O)CC.O>[C:15]([NH:1][C@H:2]([C:7]([OH:9])=[O:8])[CH2:3][C:4]([OH:6])=[O:5])(=[O:16])[CH2:14][C:13]([CH3:12])=[O:17] |f:1.2|. Procedure: L-aspartic acid, 133.1 parts, was slurried with 375 parts by volume of water and 81.5 parts 98.2% sodium hydroxide were added with cooling and stirring, the temperature being kept below 35° C. After all solid had dissolved, 50 parts by volume of 2-butanone were added and the mixture was cooled to -6° C. Diketene, 88 parts, was then added gradually over a period of 30-40 minutes with good stirring, with the temperature being maintained at from about -6° to -4° C. The mixture was then stirred for ... The reactants are C1(=CC=CC=C1)NC(=O)N (Phenylurea), C(CCCCCCC)NCCCCCCCC (dioctylamine). The solvent is C=1(C(=CC=CC1)C)C (xylene). Yields the product C(CCCCCCC)NCCCCCCCC (dioctylamine), C1(=CC=CC=C1)NC(=O)N(CCCCCCCC)CCCCCCCC (N-phenyl-N',N'-dioctylurea). RXN SMILES: [C:1]1([NH:7][C:8]([NH2:10])=[O:9])[CH:6]=[CH:5][CH:4]=[CH:3][CH:2]=1.[CH2:11]([NH:19][CH2:20][CH2:21][CH2:22][CH2:23][CH2:24][CH2:25][CH2:26][CH3:27])[CH2:12][CH2:13][CH2:14][CH2:15][CH2:16][CH2:17][CH3:18]>C1(C)C(C)=CC=CC=1>[CH2:20]([NH:19][CH2:11][CH2:12][CH2:13][CH2:14][CH2:15][CH2:16][CH2:17][CH3:18])[CH2:21][CH2:22][CH2:23][CH2:24][CH2:25][CH2:26][CH3:27].[C:1]1([NH:7][C:8]([N:10]([CH2:11][CH2:12][CH2:13][CH2:14][CH2:15][CH2:16][CH2:17][CH3:18])[CH2:11][CH2:12][CH2:13][CH2:14][CH2:15][CH2:16][CH2:17][CH3:18])=[O:9])[CH:6]=[CH:5][CH:4]=[CH:3][CH:2]=1. Procedure: Phenylurea and dioctylamine were heated in xylene, with vigorous stirring, under various conditions. Samples were withdrawn from the mixture after specific reaction times, the solvent was evaporated from each of the samples at 65° C. in vacuo and the residue was taken up in CDCl3, in which phenylurea is virtually insoluble and in which N-phenyl-N',N'-dioctylurea and dioctylamine on the other hand are completely soluble. The precipitated phenylurea was filtered off and a 1H-NMR spectrum of the fi... The reactants are CO, CCN(C(C)C)C(C)C, ClCCCl, Fc1cccc2c1C(c1ccc(C(F)(F)F)cc1)NCC2, O=C=Nc1ccc(F)cc1. Yields the product O=C(Nc1ccc(F)cc1)N1CCc2cccc(F)c2C1c1ccc(C(F)(F)F)cc1. Reaction SMILES: [CH3:45][OH:46].[CH:22]([N:23]([CH:24]([CH3:25])[CH3:26])[CH2:27][CH3:28])([CH3:29])[CH3:30].[Cl:41][CH2:42][CH2:43][Cl:44].[F:1][c:2]1[cH:3][cH:4][cH:5][c:6]2[c:11]1[CH:10]([c:12]1[cH:13][cH:14][c:15]([C:18]([F:19])([F:20])[F:21])[cH:16][cH:17]1)[NH:9][CH2:8][CH2:7]2.[F:31][c:32]1[cH:33][cH:34][c:35]([N:38]=[C:39]=[O:40])[cH:36][cH:37]1>>[F:1][c:2]1[cH:3][cH:4][cH:5][c:6]2[c:11]1[CH:10]([c:12]1[cH:13][cH:14][c:15]([C:18]([F:19])([F:20])[F:21])[cH:16][cH:17]1)[N:9]([C:39]([NH:38][c:35]1[cH:34][cH:33][c:32]([F:31])[cH:37][cH:36]1)=[O:40])[CH2:8][CH2:7]2. Reactants: FC=1C=C2C(=CC(=NC2=CC1)C1=CC=CC=C1)O (6-fluoro-2-phenyl-4-quinolinol), P(=O)(Cl)(Cl)Cl (phosphorus oxychloride). Product: ClC1=CC(=NC2=CC=C(C=C12)F)C1=CC=CC=C1 (4-Chloro-6-fluoro-2-phenylquinoline). As a reaction SMILES: [F:1][C:2]1[CH:3]=[C:4]2[C:9](=[CH:10][CH:11]=1)[N:8]=[C:7]([C:12]1[CH:17]=[CH:16][CH:15]=[CH:14][CH:13]=1)[CH:6]=[C:5]2O.P(Cl)(Cl)([Cl:21])=O>>[Cl:21][C:5]1[C:4]2[C:9](=[CH:10][CH:11]=[C:2]([F:1])[CH:3]=2)[N:8]=[C:7]([C:12]2[CH:17]=[CH:16][CH:15]=[CH:14][CH:13]=2)[CH:6]=1. Reported procedure: A mixture of 30.4 g (0.127 mol) of 6-fluoro-2-phenyl-4-quinolinol, and 65 ml of phosphorus oxychloride was stirred and heated under reflux for 2 hr. This mixture was concentrated in vacuo, diluted with methylene chloride, and poured onto ice. The aqueous phase was neutralized with 3N sodium hydroxide. The organic phase was separated, and the aqueous phase extracted with methylene chloride. The organic phases were combined, washed with water and with brine, dried over sodium sulfate, and concentr... Run in C(C)O (ethanol). Yield: 47.8%. Procedure: A solution of 4-(dimethylamino)benzaldehyde (5.0 g), hydroxylamine hydrochloride (2.3 g), and sodium acetate (2.7 g) in ethanol (61 mL)/water (11 mL) is heated at reflux temperature for 1 hour. The mixture is cooled to ambient temperature and partitioned between diethyl ether and water. The aqueous layer is back-extracted with diethyl ether and the combined organic extracts are washed with saturated sodium chloride, dried over anhydrous sodium sulfate and concentrated under reduced pressure to g... Reaction SMILES: [CH3:1][N:2]([CH3:11])[C:3]1[CH:10]=[CH:9][C:6]([CH:7]=O)=[CH:5][CH:4]=1.Cl.[NH2:13][OH:14].C([O-])(=O)C.[Na+].O>C(O)C>[CH3:1][N:2]([CH3:11])[C:3]1[CH:10]=[CH:9][C:6]([CH:7]=[N:13][OH:14])=[CH:5][CH:4]=1 |f:1.2,3.4|. Reactants: CN(C1=CC=C(C=O)C=C1)C (4-(dimethylamino)benzaldehyde), Cl.NO (hydroxylamine hydrochloride), C(C)(=O)[O-].[Na+] (sodium acetate), O (water). The product is CN(C1=CC=C(C=NO)C=C1)C (4-(Dimethylamino)benzaldehyde oxime).